From a dataset of the Open Reaction Database (ORD), a public repository of structured organic reaction records. describe an organic reaction: reactants, conditions, products, and yield Starting materials: [Cu](C#N)C#N (copper cyanide), C(C)(C)(C)C=1C=C(C(=O)OC)C=C(C1OC)I (Methyl 3-t-butyl-5-iodo-4-methoxybenzoate), C([O-])([O-])=O.[K+].[K+] (potassium carbonate). Solvent: CN(C=O)C (N,N-dimethylformamide). Reaction conditions: temperature 150 celsius, time 2.5 hour. Yields the product C(C)(C)(C)C=1C=C(C(=O)OC)C=C(C1OC)C#N (methyl 3-t-butyl-5-cyano-4-methoxybenzoate). Yield: 75.2%. RXN SMILES: [C:1]([C:5]1[CH:6]=[C:7]([CH:12]=[C:13](I)[C:14]=1[O:15][CH3:16])[C:8]([O:10][CH3:11])=[O:9])([CH3:4])([CH3:3])[CH3:2].[Cu](C#N)[C:19]#[N:20].C(=O)([O-])[O-].[K+].[K+]>CN(C)C=O>[C:1]([C:5]1[CH:6]=[C:7]([CH:12]=[C:13]([C:19]#[N:20])[C:14]=1[O:15][CH3:16])[C:8]([O:10][CH3:11])=[O:9])([CH3:4])([CH3:3])[CH3:2] |f:2.3.4|. Reported procedure: Methyl 3-t-butyl-5-iodo-4-methoxybenzoate (2.77 g) was dissolved in N,N-dimethylformamide (30 mL), and copper cyanide (965 mg) was added to the solution, and then the mixture was stirred at 150° C. for 2.5 hours. To the reaction solution, 10% potassium carbonate was added, and then the mixture was extracted with ethyl acetate. The organic layer was washed with water and saturated brine, and then dried over anhydrous sodium sulfate. The solvent was distilled off under reduced pressure and the obt... Starting materials: CS(=O)(=O)c1ccc(Cn2ccc3cc(Br)ccc3c2=O)cc1, CN(C)C=O, O=P(Cl)(Cl)Cl. Yields the product CS(=O)(=O)c1ccc(Cn2cc(C=O)c3cc(Br)ccc3c2=O)cc1. RXN SMILES: [Br:6][c:7]1[cH:8][c:9]2[cH:10][cH:11][n:12]([CH2:18][c:19]3[cH:20][cH:21][c:22]([S:25](=[O:26])(=[O:27])[CH3:28])[cH:23][cH:24]3)[c:13](=[O:17])[c:14]2[cH:15][cH:16]1.[O:29]=[CH:30][N:31]([CH3:32])[CH3:33].[P:1]([Cl:2])([Cl:3])([Cl:4])=[O:5]>>[Br:6][c:7]1[cH:8][c:9]2[c:10]([CH:30]=[O:29])[cH:11][n:12]([CH2:18][c:19]3[cH:20][cH:21][c:22]([S:25](=[O:26])(=[O:27])[CH3:28])[cH:23][cH:24]3)[c:13](=[O:17])[c:14]2[cH:15][cH:16]1. Starting materials: NC1=C(C=C2NC(C(NC2=C1)=O)=O)Cl (7-amino-6-chloro-2,3(1H,4H)-quinoxalinedione), COC(=O)C1(OC(CC1)OC)OC (2-methoxycarbonyl-2,5-dimethoxytetrahydrofuran). The solvent is C(C)(=O)O (acetic acid). Product: ClC=1C=C2NC(C(NC2=CC1N1C(=CC=C1)C(=O)OC)=O)=O (6-Chloro-7-(2-methoxycarbonyl-1-pyrrolyl)-2,3(1H,4H)-quinoxalinedione). Isolated yield 43.7%. As a reaction SMILES: [NH2:1][C:2]1[CH:11]=[C:10]2[C:5]([NH:6][C:7](=[O:13])[C:8](=[O:12])[NH:9]2)=[CH:4][C:3]=1[Cl:14].[CH3:15][O:16][C:17]([C:19]1(OC)[CH2:23][CH2:22][CH:21](OC)O1)=[O:18]>C(O)(=O)C>[Cl:14][C:3]1[CH:4]=[C:5]2[C:10](=[CH:11][C:2]=1[N:1]1[CH:21]=[CH:22][CH:23]=[C:19]1[C:17]([O:16][CH3:15])=[O:18])[NH:9][C:8](=[O:12])[C:7](=[O:13])[NH:6]2. Procedure details: 10 g (47.25 mmol) of 7-amino-6-chloro-2,3(1H,4H)-quinoxalinedione and 8.9 g (47.25 mmol) of 2-methoxycarbonyl-2,5-dimethoxytetrahydrofuran in 150 ml of acetic acid were refluxed for 2 h. The precipitate was then filtered off with suction to yield 6.6 g (44%) of the product. Melting point>260° C. Starting materials: COC(=O)C(=NOCC(C)C)c1ccc(S(C)(=O)=O)c(Cl)c1, CO, [Li+], [OH-]. The product is CC(C)CON=C(C(=O)O)c1ccc(S(C)(=O)=O)c(Cl)c1. Reaction SMILES: [CH3:1][O:2][C:3]([C:4](=[N:5][O:6][CH2:7][CH:8]([CH3:9])[CH3:10])[c:11]1[cH:12][c:13]([Cl:21])[c:14]([S:17](=[O:18])(=[O:19])[CH3:20])[cH:15][cH:16]1)=[O:22].[CH3:25][OH:26].[Li+:23].[OH-:24]>>[O:2]=[C:3]([C:4](=[N:5][O:6][CH2:7][CH:8]([CH3:9])[CH3:10])[c:11]1[cH:12][c:13]([Cl:21])[c:14]([S:17](=[O:18])(=[O:19])[CH3:20])[cH:15][cH:16]1)[OH:22]. Starting materials: C(C)C1=NN(C2=CC=CC(=C12)NC(=O)C1=CN=C2N1C=CC(=C2)C(=O)OCC)CC2=NC(=CC=C2)C (ethyl 3-(3-ethyl-1-((6-methylpyridin-2-yl)methyl)-1H-indazol-4-ylcarbamoyl)imidazo[1,2-a]pyridine-7-carboxylate), [OH-].[Li+] (lithium hydroxide), [Cl-].[Li+] (lithium chloride), Cl (hydrogen chloride). Solvent: C1CCOC1.O (THF water). Conditions: temperature 70 celsius, time 2 hour. The product is C(C)C1=NN(C2=CC=CC(=C12)NC(=O)C1=CN=C2N1C=CC(=C2)C(=O)O)CC2=NC(=CC=C2)C (3-(3-ethyl-1-((6-methylpyridin-2-yl)methyl)-1H-indazol-4-ylcarbamoyl)imidazo[1,2-a]pyridine-7-carboxylic acid). RXN SMILES: [CH2:1]([C:3]1[C:11]2[C:6](=[CH:7][CH:8]=[CH:9][C:10]=2[NH:12][C:13]([C:15]2[N:19]3[CH:20]=[CH:21][C:22]([C:24]([O:26]CC)=[O:25])=[CH:23][C:18]3=[N:17][CH:16]=2)=[O:14])[N:5]([CH2:29][C:30]2[CH:35]=[CH:34][CH:33]=[C:32]([CH3:36])[N:31]=2)[N:4]=1)[CH3:2].[OH-].[Li+].Cl.[Cl-].[Li+]>C1COCC1.O>[CH2:1]([C:3]1[C:11]2[C:6](=[CH:7][CH:8]=[CH:9][C:10]=2[NH:12][C:13]([C:15]2[N:19]3[CH:20]=[CH:21][C:22]([C:24]([OH:26])=[O:25])=[CH:23][C:18]3=[N:17][CH:16]=2)=[O:14])[N:5]([CH2:29][C:30]2[CH:35]=[CH:34][CH:33]=[C:32]([CH3:36])[N:31]=2)[N:4]=1)[CH3:2] |f:1.2,4.5,6.7|. Reported procedure: To a solution of ethyl 3-(3-ethyl-1-((6-methylpyridin-2-yl)methyl)-1H-indazol-4-ylcarbamoyl)imidazo[1,2-a]pyridine-7-carboxylate (430 mg, 0.891 mmol) (Example 23) in THF/water (6 mL/1 mL) was added lithium hydroxide (21.3 mg, 0.89 mmol). The mixture was heated at 70° C. with stirring in a sealed tube for 2 hours. The mixture was allowed to cool and hydrogen chloride (0.45 mL, 4M in dioxane) was added. The solvent was removed under reduced pressure to give a mixture of the product and lithium chl... Reactants: NC1=NNC2=CC(=CC=C12)C=1C=C(C(=O)OCC)C=CC1 (ethyl 3-(3-amino-1H-indazol-6-yl)benzoate), ClCCl (dichloromethane), acid chloride, CN(C)C=O (DMF). Solvent: N1=CC=CC=C1 (pyridine). Reaction conditions: time 8 hour. The product is CO.N (ammonia methanol), CN1CCN(CC1)C1=CC=C(C(=O)NC2=NNC3=CC(=CC=C23)C=2C=C(C(=O)OCC)C=CC2)C=C1 (Ethyl 3-(3-(4-(4-methylpiperazin-1-yl)benzamido)-1H-indazol-6-yl)benzoate). As a reaction SMILES: [NH2:1][C:2]1[C:10]2[C:5](=[CH:6][C:7]([C:11]3[CH:12]=[C:13]([CH:19]=[CH:20][CH:21]=3)[C:14]([O:16][CH2:17][CH3:18])=[O:15])=[CH:8][CH:9]=2)[NH:4][N:3]=1.ClCCl.[CH3:25][N:26]([CH:28]=O)[CH3:27]>N1C=CC=CC=1>[CH3:14][OH:15].[NH3:1].[CH3:25][N:26]1[CH2:28][CH2:27][N:26]([C:25]2[CH:20]=[CH:19][C:13]([C:14]([NH:1][C:2]3[C:10]4[C:5](=[CH:6][C:7]([C:11]5[CH:12]=[C:13]([CH:19]=[CH:20][CH:21]=5)[C:14]([O:16][CH2:17][CH3:18])=[O:15])=[CH:8][CH:9]=4)[NH:4][N:3]=3)=[O:15])=[CH:12][CH:11]=2)[CH2:28][CH2:27]1 |f:4.5|. Procedure details: To a stirred solution of ethyl 3-(3-amino-1H-indazol-6-yl)benzoate (160 mg) in 5 mL of pyridine was added the suspension of the above acid chloride in 4 mL of DMF at 0° C. Then the reaction was warmed up to room temperature gradually and stirred overnight. After the reaction was complete as monitored by reverse phase analytical liquid-chromatography electrospray mass spectrometry (LC-MS), 100 mL of dichloromethane was added and the resulting mixture was washed with brine. The organic layer was d... The reactants are CC1=C(SC(=C1)N1C(N(CC1)CCOC1=CC=CC=C1)=O)C(=O)O (3-methyl-5-(2-oxo-3-(2-phenoxyethyl)imidazolidin-1-yl)thiophene-2-carboxylic acid), FC1=CC=C(CN2C(N(CC2)C2=CC(=C(S2)C(=O)O)C)=O)C=C1 (5-(3-(4-fluorobenzyl)-2-oxoimidazolidin-1-yl)-3-methylthiophene-2-carboxylic acid), CC=1N=CC(=NC1)CN ((5-methylpyrazin-2-yl)methanamine). Isolated yield 78.0%. RXN SMILES: CC1C=C(N2CCN(CCOC3C=CC=CC=3)C2=O)SC=1C(O)=O.[F:25][C:26]1[CH:47]=[CH:46][C:29]([CH2:30][N:31]2[CH2:35][CH2:34][N:33]([C:36]3[S:40][C:39]([C:41]([OH:43])=O)=[C:38]([CH3:44])[CH:37]=3)[C:32]2=[O:45])=[CH:28][CH:27]=1.[CH3:48][C:49]1[N:50]=[CH:51][C:52]([CH2:55][NH2:56])=[N:53][CH:54]=1>>[F:25][C:26]1[CH:27]=[CH:28][C:29]([CH2:30][N:31]2[CH2:35][CH2:34][N:33]([C:36]3[S:40][C:39]([C:41]([NH:56][CH2:55][C:52]4[CH:51]=[N:50][C:49]([CH3:48])=[CH:54][N:53]=4)=[O:43])=[C:38]([CH3:44])[CH:37]=3)[C:32]2=[O:45])=[CH:46][CH:47]=1. The product is FC1=CC=C(CN2C(N(CC2)C2=CC(=C(S2)C(=O)NCC2=NC=C(N=C2)C)C)=O)C=C1 (5-(3-(4-fluorobenzyl)-2-oxoimidazolidin-1-yl)-3-methyl-N-((5-methylpyrazin-2-yl)methyl)thiophene-2-carboxamide). Procedure details: Following the procedures as described in Example 55, making variations as required to replace 3-methyl-5-(2-oxo-3-(2-phenoxyethyl)imidazolidin-1-yl)thiophene-2-carboxylic acid with 5-(3-(4-fluorobenzyl)-2-oxoimidazolidin-1-yl)-3-methylthiophene-2-carboxylic acid to react with (5-methylpyrazin-2-yl)methanamine, the title compound was obtained as a colorless solid in 78% yield: 1H NMR (300 MHz, CDCl3) δ 7.52 (s, 1H), 8.40 (s, 1H), 7.31-7.23 (m, 2H), 7.08-6.99 (m, 2H), 6.72 (t, J=4.6 Hz, 1H), 6.12 ... Solvent: O1CCOCC1 (dioxane). Product: FC1=CC=C(C=C1)C=1C(=C2C(=NC1)NC=C2)N2CCN(CC2)C(=O)OC(C)(C)C (tert-butyl 4-(5-(4-fluorophenyl)-1H-pyrrolo[2,3-b]pyridin-4-yl)piperazine-1-carboxylate). Procedure details: 4-Fluorophenylboronic acid (44.0 mg, 0.315 mmol), PS-palladium tetrakis (119 mg, 0.0131 mmol) and 2N sodium carbonate (262 μL, 0.525 mmol) were added to tert-butyl 4-(5-bromo-1H-pyrrolo[2,3-b]pyridin-4-yl)piperazine-1-carboxylate (100 mg, 0.262 mmol, see Example 1) in dioxane (1 mL, degassed with Ar). The reaction was heated to 150° C. for 1 hour under microwave irradiation. The reaction was then cooled down and filtered. The filtrate was diluted with DCM and dried with MgSO4. After concentratio... Starting materials: FC1=CC=C(C=C1)B(O)O (4-Fluorophenylboronic acid), C([O-])([O-])=O.[Na+].[Na+] (sodium carbonate), BrC=1C(=C2C(=NC1)NC=C2)N2CCN(CC2)C(=O)OC(C)(C)C (tert-butyl 4-(5-bromo-1H-pyrrolo[2,3-b]pyridin-4-yl)piperazine-1-carboxylate). As a reaction SMILES: [F:1][C:2]1[CH:7]=[CH:6][C:5](B(O)O)=[CH:4][CH:3]=1.C(=O)([O-])[O-].[Na+].[Na+].Br[C:18]1[C:19]([N:27]2[CH2:32][CH2:31][N:30]([C:33]([O:35][C:36]([CH3:39])([CH3:38])[CH3:37])=[O:34])[CH2:29][CH2:28]2)=[C:20]2[CH:26]=[CH:25][NH:24][C:21]2=[N:22][CH:23]=1>O1CCOCC1.C1C=CC([P]([Pd]([P](C2C=CC=CC=2)(C2C=CC=CC=2)C2C=CC=CC=2)([P](C2C=CC=CC=2)(C2C=CC=CC=2)C2C=CC=CC=2)[P](C2C=CC=CC=2)(C2C=CC=CC=2)C2C=CC=CC=2)(C2C=CC=CC=2)C2C=CC=CC=2)=CC=1>[F:1][C:2]1[CH:7]=[CH:6][C:5]([C:18]2[C:19]([N:27]3[CH2:32][CH2:31][N:30]([C:33]([O:35][C:36]([CH3:39])([CH3:38])[CH3:37])=[O:34])[CH2:29][CH2:28]3)=[C:20]3[CH:26]=[CH:25][NH:24][C:21]3=[N:22][CH:23]=2)=[CH:4][CH:3]=1 |f:1.2.3,^1:49,51,70,89|. Conditions: temperature 150 celsius. Isolated yield 66.4%. The reagents and catalysts are C=1C=CC(=CC1)[P](C=2C=CC=CC2)(C=3C=CC=CC3)[Pd]([P](C=4C=CC=CC4)(C=5C=CC=CC5)C=6C=CC=CC6)([P](C=7C=CC=CC7)(C=8C=CC=CC8)C=9C=CC=CC9)[P](C=1C=CC=CC1)(C=1C=CC=CC1)C=1C=CC=CC1 (palladium tetrakis). Reactants: O[C@H](C)[C@@H]1[C@@H]2N(C(C([C@@H]2C)=O)C(=O)OCC2=CC=C(C=C2)[N+](=O)[O-])C1=O (4-nitrobenzyl (1R, 5R, 6S)-6-[(1R)-1-hydroxyethyl]-1-methyl-2-oxo-1-carbapenam-3-carboxylate), crude product, C(C)(C)N(CC)C(C)C (diisopropylethylamine), C1(=CC=CC=C1)P(=O)(C1=CC=CC=C1)Cl (diphenylphosphoryl chloride), C(C)(C)N(CC)C(C)C (diisopropylethylamine), C(N)(=O)[C@H]1[N+](C[C@H](C1)S)(C)C ((2S, 4S)-2-carbamoyl-4-mercapto-1,1-dimethylpyrrolidinium). Reaction conditions: time 1 hour. Yields the product C(N)(=O)[C@H]1[N+](C[C@H](C1)SC=1[C@@H]([C@H]2N(C1C(=O)[O-])C([C@@H]2[C@@H](C)O)=O)C)(C)C ((1R, 5S, 6S)-2-[(2S, 4S)-2-Carbamoyl-1,1-dimethylpyrrol idinium-4-ylthio]-6-[(1R)-1-hydroxyethyl]-1-methyl-1-carbapen-2-em-3-carboxylate). Procedure details: 0.20 ml of diisopropylethylamine and 0.24 ml of diphenylphosphoryl chloride were added dropwise, whilst ice-cooling, to a solution of 400 mg of 4-nitrobenzyl (1R, 5R, 6S)-6-[(1R)-1-hydroxyethyl]-1-methyl-2-oxo-1-carbapenam-3-carboxylate in 4 ml of dry acetonitrile, and the mixture was stirred at the same temperature for 1 hour. At the end of this time, 0.46 ml of diisopropylethylamine and a solution of the salt prepared in step (1) above in 3 ml of acetonitrile were added to the reaction mixture... Reaction SMILES: C(N(C(C)C)CC)(C)C.C1(P(Cl)(C2C=CC=CC=2)=O)C=CC=CC=1.[OH:25][C@@H:26]([C@H:28]1[C:49](=[O:50])[N:30]2[CH:31]([C:36]([O:38]CC3C=CC([N+]([O-])=O)=CC=3)=[O:37])[C:32](=O)[C@H:33]([CH3:34])[C@H:29]12)[CH3:27].[C:51]([C@@H:54]1[CH2:58][C@H:57]([SH:59])[CH2:56][N+:55]1([CH3:61])[CH3:60])(=[O:53])[NH2:52]>C(#N)C.O1CCCC1.P([O-])([O-])([O-])=O.[Pd]>[C:51]([C@@H:54]1[CH2:58][C@H:57]([S:59][C:32]2[C@H:33]([CH3:34])[C@@H:29]3[C@@H:28]([C@H:26]([OH:25])[CH3:27])[C:49](=[O:50])[N:30]3[C:31]=2[C:36]([O-:38])=[O:37])[CH2:56][N+:55]1([CH3:61])[CH3:60])(=[O:53])[NH2:52]. Solvent: C(C)#N (acetonitrile), O1CCCC1 (tetrahydrofuran), P(=O)([O-])([O-])[O-] (phosphate), [Pd] (palladium-on-charcoal), C(C)#N (acetonitrile).